describe an organic reaction: reactants, conditions, products, and yield From a dataset of the Open Reaction Database (ORD), a public repository of structured organic reaction records. Starting materials: BrCC1CCCO1, O=C([O-])[O-], CCOC(=O)C1CCCCC1=O, CCCC[N+](CCCC)(CCCC)CCCC, [I-], [K+], [K+], CN(C)C=O, O. Yields the product CCOC(=O)C1(CC2CCCO2)CCCCC1=O. Reaction SMILES: [Br:19][CH2:20][CH:21]1[O:22][CH2:23][CH2:24][CH2:25]1.[C:13](=[O:14])([O-:15])[O-:16].[C:1](=[O:2])([O:3][CH2:4][CH3:5])[CH:6]1[C:7](=[O:12])[CH2:8][CH2:9][CH2:10][CH2:11]1.[CH2:28]([N+:29]([CH2:30][CH2:31][CH2:32][CH3:33])([CH2:34][CH2:35][CH2:36][CH3:37])[CH2:38][CH2:39][CH2:40][CH3:41])[CH2:42][CH2:43][CH3:44].[I-:27].[K+:17].[K+:18].[O:45]=[CH:46][N:47]([CH3:48])[CH3:49].[OH2:26]>>[C:1](=[O:2])([O:3][CH2:4][CH3:5])[C:6]1([CH2:20][CH:21]2[O:22][CH2:23][CH2:24][CH2:25]2)[C:7](=[O:12])[CH2:8][CH2:9][CH2:10][CH2:11]1.